Task: describe an organic reaction: reactants, conditions, products, and yield. Dataset: the Open Reaction Database (ORD), a public repository of structured organic reaction records The reactants are NC1=C(C=CC=C1)NCC(C)(C)S (2-Amino-1-(2-mercapto-2-methylpropylamino)benzene), C(CC=C)SC(C=O)(C)C (2-(3-butenylthio)-2-methylpropanal), C(C)(=O)O (acetic acid), C(#N)[BH3-].[Na+] (sodium cyanoborohydride). Run in CO (methanol). Conditions: time 17 hour. Yields the product C(CC=C)SC(CNC1=C(C=CC=C1)NCC(C)(C)S)(C)C (1-[2-(3-butenylthio)-2-methylpropylamino]-2-(2-mercapto-2-methylpropylamino)-benzene). The yield is 83.0%. Reaction SMILES: [NH2:1][C:2]1[CH:7]=[CH:6][CH:5]=[CH:4][C:3]=1[NH:8][CH2:9][C:10]([SH:13])([CH3:12])[CH3:11].[CH2:14]([S:18][C:19]([CH3:23])([CH3:22])[CH:20]=O)[CH2:15][CH:16]=[CH2:17].C(O)(=O)C.C([BH3-])#N.[Na+]>CO>[CH2:14]([S:18][C:19]([CH3:23])([CH3:22])[CH2:20][NH:1][C:2]1[CH:7]=[CH:6][CH:5]=[CH:4][C:3]=1[NH:8][CH2:9][C:10]([SH:13])([CH3:11])[CH3:12])[CH2:15][CH:16]=[CH2:17] |f:3.4|. Procedure: 2-Amino-1-(2-mercapto-2-methylpropylamino)benzene (3.5 g, 1.78×10-2 mol, 100 M%) and 2-(3-butenylthio)-2-methylpropanal (4.23 g, 2.67×10-2 mol, 150 M%) were dissolved in 200 ml methanol. Glacial acetic acid (2.05 ml, 3.56×10-2 mol, 200 M%) and sodium cyanoborohydride (3.36 g, 5.35×10-2 mol, 300 M%) were then added. After 17 hours, the reaction was quenched by the addition of 100 ml 0.5 N HCl. The acidic solution was then extracted with 2×100 ml diethyl ether. The combined organic extracts were w... The reactants are CC(C(=O)NC1=CC=CC=C1)=CSC1=CC=CC=C1 (2-methyl-N-phenyl-3-(phenylthio)acrylamide), P(Cl)(Cl)(Cl)(Cl)Cl (phosphorus pentachloride). The solvent is C1(=CC=CC=C1)C (Toluene). Conditions: time 4 hour. Yields the product CC(C(SC1=CC=CC=C1)=NC1=CC=CC=C1)=CSC1=CC=CC=C1 (phenyl 2-methyl-N-phenyl-3-(phenylthio)thioacrylimidate). Isolated yield 74.5%. Reaction SMILES: [CH3:1][C:2](=[CH:12][S:13][C:14]1[CH:19]=[CH:18][CH:17]=[CH:16][CH:15]=1)[C:3]([NH:5][C:6]1[CH:11]=[CH:10][CH:9]=[CH:8][CH:7]=1)=O.P(Cl)(Cl)(Cl)(Cl)Cl>C1(C)C=CC=CC=1>[CH3:1][C:2](=[CH:12][S:13][C:14]1[CH:19]=[CH:18][CH:17]=[CH:16][CH:15]=1)[C:3](=[N:5][C:6]1[CH:11]=[CH:10][CH:9]=[CH:8][CH:7]=1)[S:13][C:14]1[CH:19]=[CH:18][CH:17]=[CH:16][CH:15]=1. Procedure: Toluene (4 mL) was added to a mixture of 2-methyl-N-phenyl-3-(phenylthio)acrylamide (0.80 g) and phosphorus pentachloride (0.62 g), and the mixture was stirred at room temperature for 4 hours. The mixture was concentrated under reduced pressure. To the concentrate was added DMF (35 mL), and then, phenylmercaptan sodium salt (793 mg) was added portionwise thereto. The mixture was stirred at room temperature for 2 hours. To the reaction mixture was added tert-butyl methyl ether, and then a 1 N aqu... The reactants are CC(C)C[AlH]CC(C)C, CCOC(C)=O, CCCCCCC, ClCCl, COC(=O)c1cnc(N)c(I)c1. RXN SMILES: [CH3:13][CH:14]([CH2:15][AlH:16][CH2:17][CH:18]([CH3:19])[CH3:20])[CH3:21].[CH3:25][CH2:26][O:27][C:28](=[O:29])[CH3:30].[CH3:31][CH2:32][CH2:33][CH2:34][CH2:35][CH2:36][CH3:37].[Cl:22][CH2:23][Cl:24].[NH2:1][c:2]1[n:3][cH:4][c:5]([C:6](=[O:7])[O:8][CH3:9])[cH:10][c:11]1[I:12]>>[NH2:1][c:2]1[n:3][cH:4][c:5]([CH2:6][OH:7])[cH:10][c:11]1[I:12]. The product is Nc1ncc(CO)cc1I.